From a dataset of the Open Reaction Database (ORD), a public repository of structured organic reaction records. describe an organic reaction: reactants, conditions, products, and yield Reactants: N1C(C1)C(=O)N (2-aziridine-carboxamide), ClC(=O)OC (methyl chloroformate). Yields the product C(N)(=O)C1N(C1)C(=O)OC (methyl 2-carbamoyl-1-aziridine-carboxylate). Reaction SMILES: [NH:1]1[CH2:3][CH:2]1[C:4]([NH2:6])=[O:5].Cl[C:8]([O:10][CH3:11])=[O:9]>>[C:4]([CH:2]1[CH2:3][N:1]1[C:8]([O:10][CH3:11])=[O:9])(=[O:5])[NH2:6]. Procedure: In an analogous manner, by reacting 2-aziridine-carboxamide with methyl chloroformate, there is obtained methyl 2-carbamoyl-1-aziridine-carboxylate which, after recrystallization from toluene, melts at 117°-120° C. The reactants are N1=C(CCC1)CCC=1C=C(C#N)C=CC1 (3-[2-(4,5-Dihydro-3H-pyrrol-2-yl)-ethyl]benzonitrile), [BH4-].[Na+] (NaBH4). Run in CCO (EtOH). Conditions: temperature 0 celsius. Product: N1C(CCC1)CCC=1C=C(C#N)C=CC1 (3-(2-Pyrrolidin-2-(R,S)-ylethyl)-benzonitrile). Yield: 45.0%. RXN SMILES: [N:1]1[CH2:5][CH2:4][CH2:3][C:2]=1[CH2:6][CH2:7][C:8]1[CH:9]=[C:10]([CH:13]=[CH:14][CH:15]=1)[C:11]#[N:12].[BH4-].[Na+]>CCO>[NH:1]1[CH2:5][CH2:4][CH2:3][CH:2]1[CH2:6][CH2:7][C:8]1[CH:9]=[C:10]([CH:13]=[CH:14][CH:15]=1)[C:11]#[N:12] |f:1.2|. Procedure: A flask containing 3-[2-(4,5-Dihydro-3H-pyrrol-2-yl)-ethyl]benzonitrile (0.22 g, 1.11 mmol) and absolute EtOH (10 mL) was stirred under nitrogen at 0° C. To this was added NaBH4 (0.063 g, 1.66 mmol) in one portion and the reaction is warmed to room temperature and stirred 1 h. The reaction is concentrated and the residue diluted with H20 (15 mL). 1 N HCl (15 mL) is added and the solution is washed with ether. The aqueous phase is basified with solid sodium carbonate and extracted with EtOAc (3×2... The reactants are N#Cc1cccc(CBr)c1, CO, CN(C)C=O, Nc1ccc(-c2cc(Cc3ccc(O)cc3)no2)c(N)n1, [Na+], [OH-]. Yields the product N#Cc1cccc(COc2ccc(Cc3cc(-c4ccc(N)nc4N)on3)cc2)c1. RXN SMILES: [Br:26][CH2:27][c:28]1[cH:29][c:30]([C:31]#[N:32])[cH:33][cH:34][cH:35]1.[CH3:1][OH:2].[CH3:36][N:37]([CH3:38])[CH:39]=[O:40].[NH2:3][c:4]1[n:5][c:6]([NH2:23])[cH:7][cH:8][c:9]1-[c:10]1[cH:11][c:12]([CH2:15][c:16]2[cH:17][cH:18][c:19]([OH:22])[cH:20][cH:21]2)[n:13][o:14]1.[Na+:25].[OH-:24]>>[NH2:3][c:4]1[n:5][c:6]([NH2:23])[cH:7][cH:8][c:9]1-[c:10]1[cH:11][c:12]([CH2:15][c:16]2[cH:17][cH:18][c:19]([O:22][CH2:27][c:28]3[cH:29][c:30]([C:31]#[N:32])[cH:33][cH:34][cH:35]3)[cH:20][cH:21]2)[n:13][o:14]1. Starting materials: chloro(2-dicyclohexylphosphino-3,6-dimethoxy-2′-4′-6′-tri-1-1,1′-biphenyl), ClC1=NC=C(C=C1N(C(OC)=O)C)F (Methyl (2-chloro-5-fluoropyridin-3-yl)(methyl)carbamate), S1C(=NC2=C1C=CC=C2)N[C@@H]2C[C@H](C2)N (Trans-N1-(benzo[d]thiazol-2-yl)cyclobutane-1,3-diamine), ClC1=NC=C(C=C1N(C(OC)=O)C)F (Methyl (2-chloro-5-fluoropyridin-3-yl)(methyl)carbamate), S1C(=NC2=C1C=CC=C2)N[C@@H]2C[C@H](C2)N (Trans-N1-(benzo[d]thiazol-2-yl)cyclobutane-1,3-diamine), CC(C)([O-])C.[Na+] (sodium t-butoxide). Reagents/catalysts: [Pd+2] (palladium(ii)). Reaction conditions: temperature 50 celsius, time 20 minute. Yields the product S1C(=NC2=C1C=CC=C2)N[C@@H]2C[C@H](C2)N2C(N(C=1C2=NC=C(C1)F)C)=O (3-(trans-3-(benzo[d]thiazol-2-ylamino)cyclobutyl)-6-fluoro-1-methyl-1H-imidazo[4,5-b]pyridin-2(3H)-one). Yield: 56.3%. RXN SMILES: Cl[C:2]1[C:7]([N:8]([CH3:13])[C:9](=[O:12])OC)=[CH:6][C:5]([F:14])=[CH:4][N:3]=1.[S:15]1[C:19]2[CH:20]=[CH:21][CH:22]=[CH:23][C:18]=2[N:17]=[C:16]1[NH:24][C@H:25]1[CH2:28][C@H:27]([NH2:29])[CH2:26]1.CC(C)([O-])C.[Na+]>[Pd+2]>[S:15]1[C:19]2[CH:20]=[CH:21][CH:22]=[CH:23][C:18]=2[N:17]=[C:16]1[NH:24][C@H:25]1[CH2:26][C@H:27]([N:29]2[C:2]3=[N:3][CH:4]=[C:5]([F:14])[CH:6]=[C:7]3[N:8]([CH3:13])[C:9]2=[O:12])[CH2:28]1 |f:2.3|. Procedure: Methyl (2-chloro-5-fluoropyridin-3-yl)(methyl)carbamate (intermediate 37, 0.310 g, 1.418 mmol), trans-N1-(benzo[d]thiazol-2-yl)cyclobutane-1,3-diamine (intermediate 11, 0.311 g, 1.418 mmol), chloro(2-dicyclohexylphosphino-3,6-dimethoxy-2′-4′-6′-tri-1-1,1′-biphenyl)]2-(2-aminoethyl)phenyl)palladium(ii) (0.085 g, 0.106 mmol), and sodium t-butoxide (0.341 g, 3.55 mmol) were scaled in a microwave vial under argon. Dry, sparged dioxane (1.5 mL) was added and the suspension heated at 50° C. After 20 m...